From a dataset of the Open Reaction Database (ORD), a public repository of structured organic reaction records. describe an organic reaction: reactants, conditions, products, and yield Starting materials: Bupropion HBr XL 348, CC(C(=O)C=1C=CC=C(C1)Cl)NC(C)(C)C.Cl (Wellbutrin XL), C(C)(=O)[O-] (acetate), P(=O)([O-])([O-])[O-] (phosphate), CC(C(=O)C=1C=CC=C(C1)Cl)NC(C)(C)C.Cl (Bupropion HCl). Yields the product CC(C(=O)C=1C=CC=C(C1)Cl)NC(C)(C)C (Bupropion). RXN SMILES: [CH3:1][CH:2]([NH:12][C:13]([CH3:16])([CH3:15])[CH3:14])[C:3]([C:5]1[CH:6]=[CH:7][CH:8]=[C:9]([Cl:11])[CH:10]=1)=[O:4].Cl.C([O-])(=O)C.P([O-])([O-])([O-])=O>>[CH3:1][CH:2]([NH:12][C:13]([CH3:14])([CH3:16])[CH3:15])[C:3]([C:5]1[CH:6]=[CH:7][CH:8]=[C:9]([Cl:11])[CH:10]=1)=[O:4] |f:0.1|. Procedure details: Also, FIG. 68 contains comparative dissolution profiles for Bupropion HBr XL 348 mg final, Wellbutrin XL EC, tablets in different USP-3 media (SGF pH 1.2, acetate buffer pH 4.5 and phosphate buffer pH 6.8) compared against in-vivo data for Bupropion HCl 150 mg XL target (Lot 02A063) over a period of 16 hours.